This data is from the Open Reaction Database (ORD), a public repository of structured organic reaction records. The task is: describe an organic reaction: reactants, conditions, products, and yield Starting materials: CS(=O)(=O)C1=NC=C(C=C1)C (2-methanesulfonyl-5-methyl-pyridine), BrCC=1C=CC(=NC1)S(=O)C (5-bromomethyl-2-methanesulfinyl-pyridine), C1CC(=O)N(C1=O)Br (NBS). Reagents/catalysts: C(C1=CC=CC=C1)(=O)OOC(C1=CC=CC=C1)=O (benzoyl peroxide). The solvent is C(Cl)(Cl)(Cl)Cl (carbon tetrachloride). The product is BrCC=1C=CC(=NC1)S(=O)(=O)C (5-bromomethyl-2-methanesulfonyl-pyridine). Reaction SMILES: [CH3:1][S:2]([C:5]1[CH:10]=[CH:9][C:8]([CH3:11])=[CH:7][N:6]=1)(=[O:4])=[O:3].[Br:12]CC1C=CC(S(C)=O)=NC=1.C1C(=O)N(Br)C(=O)C1>C(Cl)(Cl)(Cl)Cl.C(OOC(=O)C1C=CC=CC=1)(=O)C1C=CC=CC=1>[Br:12][CH2:11][C:8]1[CH:9]=[CH:10][C:5]([S:2]([CH3:1])(=[O:4])=[O:3])=[N:6][CH:7]=1. Reported procedure: To a solution of 0.25 g of 2-methanesulfonyl-5-methyl-pyridine (from the preparation of 5-bromomethyl-2-methanesulfinyl-pyridine, step b)) in 20 mL carbon tetrachloride was added 0.27 g NBS and 4 mg benzoyl peroxide. This mixture was refluxed for 4 hours. The reaction mixture was cooled to room temperature, washed with aqueous sodium hydrogen carbonate solution, dried over sodium sulphate, and concentrated to dryness. Purification by flash chromatography (silica, heptane/ethyl acetate) provided ... The reactants are CCCCCC (n-hexane), ClC1=C(C(=CC(=C1)Cl)Cl)N1NC(=C(C1=O)O)NC(C1=CC(=CC=C1)NC(COC1=C(C=C(C=C1)C(C)(C)CC)C(C)(C)CC)=O)=O (1-(2,4,6-trichlorophenyl)-3-[3-{α-(2,4-di-t-amylphenoxy)acetamido}benzamido]-hydroxy-5-pyrazolone), [N+](=O)([O-])C1=CC=C(C=C1)N=C=O (p-nitrophenyl isocyanate), N1=CC=CC=C1 (pyridine). Solvent: C1(=CC=CC=C1)C (toluene). The product is ClC1=C(C(=CC(=C1)Cl)Cl)N1NC(=C(C1=O)OC(=O)NC1=CC=C(C=C1)[N+](=O)[O-])NC(C1=CC(=CC=C1)NC(COC1=C(C=C(C=C1)C(C)(C)CC)C(C)(C)CC)=O)=O (1-(2,4,6-trichlorphenyl)-3-[3-{α-(2,4-di-t-amylphenoxy)acetamido}benzamido]-4-(4-nitroanilinocarbonyloxy)-5-pyrazolone). Reaction SMILES: [Cl:1][C:2]1[CH:7]=[C:6]([Cl:8])[CH:5]=[C:4]([Cl:9])[C:3]=1[N:10]1[C:14](=[O:15])[C:13]([OH:16])=[C:12]([NH:17][C:18](=[O:46])[C:19]2[CH:24]=[CH:23][CH:22]=[C:21]([NH:25][C:26](=[O:45])[CH2:27][O:28][C:29]3[CH:34]=[CH:33][C:32]([C:35]([CH2:38][CH3:39])([CH3:37])[CH3:36])=[CH:31][C:30]=3[C:40]([CH2:43][CH3:44])([CH3:42])[CH3:41])[CH:20]=2)[NH:11]1.[N+:47]([C:50]1[CH:55]=[CH:54][C:53]([N:56]=[C:57]=[O:58])=[CH:52][CH:51]=1)([O-:49])=[O:48].N1C=CC=CC=1.CCCCCC>C1(C)C=CC=CC=1>[Cl:9][C:4]1[CH:5]=[C:6]([Cl:8])[CH:7]=[C:2]([Cl:1])[C:3]=1[N:10]1[C:14](=[O:15])[C:13]([O:16][C:57]([NH:56][C:53]2[CH:52]=[CH:51][C:50]([N+:47]([O-:49])=[O:48])=[CH:55][CH:54]=2)=[O:58])=[C:12]([NH:17][C:18](=[O:46])[C:19]2[CH:24]=[CH:23][CH:22]=[C:21]([NH:25][C:26](=[O:45])[CH2:27][O:28][C:29]3[CH:34]=[CH:33][C:32]([C:35]([CH2:38][CH3:39])([CH3:37])[CH3:36])=[CH:31][C:30]=3[C:40]([CH2:43][CH3:44])([CH3:42])[CH3:41])[CH:20]=2)[NH:11]1. Procedure details: 0.01 moles of 1-(2,4,6-trichlorophenyl)-3-[3-{α-(2,4-di-t-amylphenoxy)acetamido}benzamido]-hydroxy-5-pyrazolone and 0.01 moles of p-nitrophenyl isocyanate are dissolved in 100 ml of dehydrated toluene, then added with 0.02 moles of pyridine and heated for 1 to 1.5 hours under reflux. After the reaction the solvent is eliminated under reduced pressure and n-hexane is added. The obtained solid is collected by filtration, then washed with n-hexane and dried to obtain the coupler (3) in a state of c... RXN SMILES: Br[C:2]1[CH:7]=[CH:6][C:5]([C:8]2[CH:13]=[CH:12][C:11]([CH2:14][CH2:15][CH2:16][CH2:17][CH3:18])=[CH:10][CH:9]=2)=[CH:4][CH:3]=1.[C:19]([O:23][CH3:24])(=[O:22])[CH:20]=[CH2:21].C1(C)C=CC=CC=1P(C1C=CC=CC=1C)C1C=CC=CC=1C.Cl>C(N(CC)CC)C.C([O-])(=O)C.[Pd+2].C([O-])(=O)C.C(OCC)(=O)C.O>[CH2:14]([C:11]1[CH:12]=[CH:13][C:8]([C:5]2[CH:6]=[CH:7][C:2]([CH:21]=[CH:20][C:19]([O:23][CH3:24])=[O:22])=[CH:3][CH:4]=2)=[CH:9][CH:10]=1)[CH2:15][CH2:16][CH2:17][CH3:18] |f:5.6.7|. Reactants: BrC1=CC=C(C=C1)C1=CC=C(C=C1)CCCCC (4-bromo-4′-pentylbiphenyl), C(C=C)(=O)OC (methyl acrylate), C1(=C(C=CC=C1)P(C1=C(C=CC=C1)C)C1=C(C=CC=C1)C)C (tris(o-tolyl)phosphine), Cl (hydrochloric acid). Reagents/catalysts: C(C)(=O)[O-].[Pd+2].C(C)(=O)[O-] (palladium acetate). Solvent: C(C)N(CC)CC (triethylamine), C(C)(=O)OCC (ethyl acetate), O (water). The product is C(CCCC)C1=CC=C(C=C1)C1=CC=C(C=C1)C=CC(=O)OC (Methyl 3-[4-(4-pentylphenyl)phenyl]acrylate). Procedure details: A mixture of 4-bromo-4′-pentylbiphenyl (5.0 g), methyl acrylate (2.2 ml), palladium acetate (0.11 g) and tris(o-tolyl)phosphine (0.60 g) in triethylamine (16 ml) was refluxed for 15 hours under nitrogen atmosphere. The reaction mixture was poured into a mixture of cold water and ethyl acetate, and adjusted to about pH 1.5 with 6N hydrochloric acid. The separated organic layer was washed in turn with water and brine, and dried over magnesium sulfate. The magnesium sulfate was filtered off, and th... Starting materials: BrC1=C(C=C(COC2CN(CCC2C2=CC=C(C=C2)OCCCOCC2=C(C=CC=C2)OC)C(=O)OCC2=CC=CC=C2)C=C1)OCCCOC (benzyl 3-[4-bromo-3-(3-methoxypropoxy)benzyloxy]-4-{4-[3-(2-methoxybenzyloxy)propoxy]phenyl}piperidine-1-carboxylate), N1CCCC1 (pyrrolidine), C(C)(C)(C)P(C1=C(C=CC=C1)C1=CC=CC=C1)C(C)(C)C (2-(di-t-butylphosphino)biphenyl), CC(C)([O-])C.[Na+] (sodium tert-butoxide). Reagents/catalysts: C(C)(=O)[O-].[Pd+2].C(C)(=O)[O-] (palladium(II) acetate). Run in C1(=CC=CC=C1)C (toluene). Reaction conditions: temperature 90 celsius, time 16 hour. The product is COC1=C(COCCCOC2=CC=C(C=C2)C2C(CN(CC2)C(=O)OCC2=CC=CC=C2)OCC2=CC(=C(C=C2)N2CCCC2)OCCCOC)C=CC=C1 (Benzyl 4-{4-[3-(2-methoxybenzyloxy)propoxy]phenyl}-3-[3-(3-methoxypropoxy)-4-pyrrolidin-1-ylbenzyloxy]piperidine-1-carboxylate), SiO2. Reaction SMILES: C(P(C(C)(C)C)C1C=CC=CC=1C1C=CC=CC=1)(C)(C)C.CC(C)([O-])C.[Na+].Br[C:29]1[CH:72]=[CH:71][C:32]([CH2:33][O:34][CH:35]2[CH:40]([C:41]3[CH:46]=[CH:45][C:44]([O:47][CH2:48][CH2:49][CH2:50][O:51][CH2:52][C:53]4[CH:58]=[CH:57][CH:56]=[CH:55][C:54]=4[O:59][CH3:60])=[CH:43][CH:42]=3)[CH2:39][CH2:38][N:37]([C:61]([O:63][CH2:64][C:65]3[CH:70]=[CH:69][CH:68]=[CH:67][CH:66]=3)=[O:62])[CH2:36]2)=[CH:31][C:30]=1[O:73][CH2:74][CH2:75][CH2:76][O:77][CH3:78].[NH:79]1[CH2:83][CH2:82][CH2:81][CH2:80]1>C1(C)C=CC=CC=1.C([O-])(=O)C.[Pd+2].C([O-])(=O)C>[CH3:60][O:59][C:54]1[CH:55]=[CH:56][CH:57]=[CH:58][C:53]=1[CH2:52][O:51][CH2:50][CH2:49][CH2:48][O:47][C:44]1[CH:45]=[CH:46][C:41]([CH:40]2[CH2:39][CH2:38][N:37]([C:61]([O:63][CH2:64][C:65]3[CH:70]=[CH:69][CH:68]=[CH:67][CH:66]=3)=[O:62])[CH2:36][CH:35]2[O:34][CH2:33][C:32]2[CH:71]=[CH:72][C:29]([N:79]3[CH2:83][CH2:82][CH2:81][CH2:80]3)=[C:30]([O:73][CH2:74][CH2:75][CH2:76][O:77][CH3:78])[CH:31]=2)=[CH:42][CH:43]=1 |f:1.2,6.7.8|. Procedure details: The mixture of 0.019 g of 2-(di-t-butylphosphino)biphenyl, 0.005 g of palladium(II) acetate and 0.134 g of sodium tert-butoxide is admixed under argon with the solution of 0.831 g of benzyl 3-[4-bromo-3-(3-methoxypropoxy)benzyloxy]-4-{4-[3-(2-methoxybenzyloxy)propoxy]phenyl}piperidine-1-carboxylate and 0.100 ml of pyrrolidine in 7.0 ml of toluene. The reaction mixture is stirred at 90° C. over 16 hours, subsequently cooled, poured onto water (40 ml) and extracted with tert-butyl methyl ether (2×... Starting materials: C([O-])([O-])=O.[Li+].[Li+] (lithium carbonate), FC1=C(C#N)C=C(C(=C1F)F)F (2,3,4,5-tetrafluorobenzonitrile), OC(C)(C)[C@@H]1[C@@H](NCC1)C ((2S,3S)-3-(1-hydroxy-1-methylethyl)-2-methylpyrrolidine). Yields the product FC1=C(C#N)C=C(C(=C1F)N1[C@H]([C@H](CC1)C(C)(C)O)C)F (2,3,5-trifluoro-4-[(2S,3S)-3-(1-hydroxy-1-methylethyl)-2-methylpyrrolidin-1-yl]benzonitrile), solid. RXN SMILES: [F:1][C:2]1[C:9]([F:10])=[C:8](F)[C:7]([F:12])=[CH:6][C:3]=1[C:4]#[N:5].[OH:13][C:14]([C@H:17]1[CH2:21][CH2:20][NH:19][C@H:18]1[CH3:22])([CH3:16])[CH3:15].C(=O)([O-])[O-].[Li+].[Li+]>>[F:1][C:2]1[C:9]([F:10])=[C:8]([N:19]2[CH2:20][CH2:21][C@H:17]([C:14]([OH:13])([CH3:16])[CH3:15])[C@@H:18]2[CH3:22])[C:7]([F:12])=[CH:6][C:3]=1[C:4]#[N:5] |f:2.3.4|. Reported procedure: Using 2,3,4,5-tetrafluorobenzonitrile (876 mg), (2S,3S)-3-(1-hydroxy-1-methylethyl)-2-methylpyrrolidine 1/2 oxalate (1.04 g) and lithium carbonate (784 mg), the title compound was obtained as a colorless solid (yield: 922 mg) by an operation similar to that in Example 3.